From a dataset of the Open Reaction Database (ORD), a public repository of structured organic reaction records. describe an organic reaction: reactants, conditions, products, and yield Reactants: N=1C=2C=CC=CC2C=CC1C, O=C(O)CC. The reagents and catalysts are O=S(=O)(O)OOS(=O)(=O)O.N. The solvent is O, O=S(C)C. Conditions: temperature 40 celsius, time 16 hour. The product is N=1C=2C=CC=CC2C(=CC1C)CC. Isolated yield 37.0%. The reactants are C(C1=CC=CC=C1)OC([C@H](NC(=O)OC(C)(C)C)C)=O ((R)—N-tert-butoxycarbonylalanine benzyl ester), C(\C=C\C(=O)OCC1=CC=CC=C1)(=O)OCC1=CC=CC=C1 (dibenzyl fumarate), [H-].[Na+] (NaH). Solvent: C(C)OCC (diethyl ether), C1(=CC=CC=C1)C (toluene). Run at time 24 hour. The product is C(C)(C)(C)OC(=O)N1C(C(C(C1C)=O)C(=O)OCC1=CC=CC=C1)C(=O)OCC1=CC=CC=C1 (5-Methyl-4-oxo-pyrrolidine-1,2,3-tricarboxylic acid 2,3-dibenzyl ester 1-tert-butyl ester). As a reaction SMILES: C([O:8][C:9](=O)[C@@H:10]([CH3:19])[NH:11][C:12]([O:14][C:15]([CH3:18])([CH3:17])[CH3:16])=[O:13])C1C=CC=CC=1.[C:21]([O:35][CH2:36][C:37]1[CH:42]=[CH:41][CH:40]=[CH:39][CH:38]=1)(=[O:34])/[CH:22]=[CH:23]/[C:24]([O:26][CH2:27][C:28]1[CH:33]=[CH:32][CH:31]=[CH:30][CH:29]=1)=[O:25].[H-].[Na+]>C1(C)C=CC=CC=1.C(OCC)C>[C:15]([O:14][C:12]([N:11]1[CH:10]([CH3:19])[C:9](=[O:8])[CH:23]([C:24]([O:26][CH2:27][C:28]2[CH:33]=[CH:32][CH:31]=[CH:30][CH:29]=2)=[O:25])[CH:22]1[C:21]([O:35][CH2:36][C:37]1[CH:42]=[CH:41][CH:40]=[CH:39][CH:38]=1)=[O:34])=[O:13])([CH3:18])([CH3:17])[CH3:16] |f:2.3|. Procedure details: To a solution of 5.59 g (20.0 mmol) of (R)—N-tert-butoxycarbonylalanine benzyl ester and 5.92 g (20.0 mmol) of dibenzyl fumarate in 60 mL of toluene was added 1.60 g (40 mmol) of 60% NaH in mineral oil. The reaction was stirred at ambient temperature under N2 for 24 h, then diluted with 300 mL of diethyl ether. The solution was extracted with 1M HCl(aq.) (1×50 mL), saturated NaHCO3(aq.) (3×50 mL), and brine (1×50 mL), dried over MgSO4, filtered, and concentrated to provide the titled compound as...